Dataset: the Open Reaction Database (ORD), a public repository of structured organic reaction records. Task: describe an organic reaction: reactants, conditions, products, and yield Starting materials: CNOC (N,O-dimethylhydroxylamine), BrC1=CC=CC(=N1)C(=O)O (6-bromopicolinic acid), C1=CN(C=N1)C(=O)N2C=CN=C2 (CDI). The solvent is C(Cl)Cl (DCM), C(Cl)Cl (DCM). Conditions: time 1 hour. Yields the product BrC1=CC=CC(=N1)C(=O)N(C)OC (6-Bromo-N-methoxy-N-methylpyridine-2-carboxamide). Isolated yield 80.2%. Reaction SMILES: [Br:1][C:2]1[N:7]=[C:6]([C:8]([OH:10])=O)[CH:5]=[CH:4][CH:3]=1.C1N=CN(C(N2C=NC=C2)=O)C=1.[CH3:23][NH:24][O:25][CH3:26]>C(Cl)Cl>[Br:1][C:2]1[N:7]=[C:6]([C:8]([N:24]([O:25][CH3:26])[CH3:23])=[O:10])[CH:5]=[CH:4][CH:3]=1. Reported procedure: To a slurry of 6-bromopicolinic acid (5.44 g, 26.93 mmol) in DCM (100 mL) was added a solution of CDI (5.67 g, 34.97 mmol) in DCM (70 mL) drop-wise over 15 minutes under nitrogen. The solution cleared a little during the addition but remained cloudy and after 1 hour at rt the mixture was treated drop-wise over 15 minutes with N,O-dimethylhydroxylamine [solution in DCM prepared by treating N,O-dimethylhydroxylamine hydrochloride (5.35 g, 53.82 mmol) with aqueous NaOH (2M, 100 mL) and extracting w... The reactants are C(C)(=O)OC(C)=O (acetic anhydride), C1(=CC=CC=C1)CCO (2-phenylethanol). The reagents and catalysts are C/C(=C\C(=O)C)/O.C/C(=C\C(=O)C)/O.O=[V] (vanadyl acetylacetonate). Solvent: C(Cl)Cl (CH2Cl2), C(Cl)Cl (CH2Cl2). Run at time 10 minute. Yields the product CC(=O)OCCC1=CC=CC=C1 (2-phenethyl acetate). Isolated yield 84.9%. As a reaction SMILES: [C:1]([O:4][C:5](=[O:7])[CH3:6])(=O)[CH3:2].[C:8]1(CCO)[CH:13]=[CH:12][CH:11]=[CH:10][CH:9]=1>C(Cl)Cl.C/C(/O)=C\C(C)=O.C/C(/O)=C\C(C)=O.O=[V]>[CH3:6][C:5]([O:4][CH2:1][CH2:2][C:8]1[CH:13]=[CH:12][CH:11]=[CH:10][CH:9]=1)=[O:7] |f:3.4.5|. Reported procedure: In a dry 50-mL, two-necked, round-bottomed flask, vanadyl acetylacetonate (13.7 mg, 0.05 mmol) in 3 mL of anhydrous CH2Cl2 was placed. To the above solution, acetic anhydride (153.1 mg, 141.5 μL, 1.5 mmol) was slowly added at ambient temperature. After about 10 min, a solution of 2-phenylethanol (122 mg, 119.3 μL, 1.0 mmol) in CH2Cl2 (2 mL) was slowly added to the above dark green solution, and the reaction mixture was stirred for 5 hours. After completion of the reaction as monitored by TLC, th... Starting materials: CC(=O)OC(C)=O, CN(C)c1ccncc1, ClCCl, CC1CC(N)=NN1c1ccccc1. The product is CC(=O)NC1=NN(c2ccccc2)C(C)C1. Reaction SMILES: [CH3:14][C:15](=[O:16])[O:17][C:18](=[O:19])[CH3:20].[CH3:21][N:22]([CH3:23])[c:24]1[cH:25][cH:26][n:27][cH:28][cH:29]1.[Cl:30][CH2:31][Cl:32].[NH2:1][C:2]1=[N:3][N:4]([c:8]2[cH:9][cH:10][cH:11][cH:12][cH:13]2)[CH:5]([CH3:7])[CH2:6]1>>[NH:1]([C:2]1=[N:3][N:4]([c:8]2[cH:9][cH:10][cH:11][cH:12][cH:13]2)[CH:5]([CH3:7])[CH2:6]1)[C:15]([CH3:14])=[O:16]. The yield is 97.0%. The reactants are C(C1=CC=CC=C1)(=O)Cl (benzoyl chloride), NC1=C(C2=C(S1)CCCC2)C#N (2-amino-3-cyano-4,5,6,7-tetrahydrobenzo[b]thiophene), Cl (hydrochloric acid). Solvent: N1=CC=CC=C1 (pyridine). Reaction conditions: time 2 hour. As a reaction SMILES: [C:1](Cl)(=[O:8])[C:2]1[CH:7]=[CH:6][CH:5]=[CH:4][CH:3]=1.[NH2:10][C:11]1[S:15][C:14]2[CH2:16][CH2:17][CH2:18][CH2:19][C:13]=2[C:12]=1[C:20]#[N:21].Cl>N1C=CC=CC=1>[C:1]([NH:10][C:11]1[S:15][C:14]2[CH2:16][CH2:17][CH2:18][CH2:19][C:13]=2[C:12]=1[C:20]#[N:21])(=[O:8])[C:2]1[CH:7]=[CH:6][CH:5]=[CH:4][CH:3]=1. Yields the product C(C1=CC=CC=C1)(=O)NC1=C(C2=C(S1)CCCC2)C#N (2-Benzoylamino-3-cyano-4,5,6,7-tetrahydrobenzo[b]thiophene). Reported procedure: 4.7 ml (40 mmol) of benzoyl chloride were added to a solution of 5.34 g (30 mmol) of 2-amino-3-cyano-4,5,6,7-tetrahydrobenzo[b]thiophene in 50 ml of pyridine. Stirring was carried out for 2 hours at 80° C. after which 150 ml of 10 mol % aqueous hydrochloric acid were added to the mixture. The solid formed was isolated in a conventional manner. Yield: 97%; mp.: 168°-170° C. Starting materials: NC(=O)CBr, O=C([O-])[O-], CN(C1=NC(=O)C(=Cc2ccc3c(cnn3Cc3ccc(C(F)(F)F)cc3C(F)(F)F)c2)S1)C1CCNC1, [K+], [K+], CN(C)C=O. Yields the product CN(C1=NC(=O)C(=Cc2ccc3c(cnn3Cc3ccc(C(F)(F)F)cc3C(F)(F)F)c2)S1)C1CCN(CC(N)=O)C1. Reaction SMILES: [Br:45][CH2:46][C:47](=[O:48])[NH2:49].[C:39](=[O:40])([O-:41])[O-:42].[F:1][C:2]([c:3]1[c:4]([CH2:5][n:6]2[n:7][cH:8][c:9]3[cH:10][c:11]([CH:15]=[C:16]4[C:17](=[O:28])[N:18]=[C:19]([N:21]([CH:22]5[CH2:23][NH:24][CH2:25][CH2:26]5)[CH3:27])[S:20]4)[cH:12][cH:13][c:14]23)[cH:29][cH:30][c:31]([C:33]([F:34])([F:35])[F:36])[cH:32]1)([F:37])[F:38].[K+:43].[K+:44].[O:50]=[CH:51][N:52]([CH3:53])[CH3:54]>>[F:1][C:2]([c:3]1[c:4]([CH2:5][n:6]2[n:7][cH:8][c:9]3[cH:10][c:11]([CH:15]=[C:16]4[C:17](=[O:28])[N:18]=[C:19]([N:21]([CH:22]5[CH2:23][N:24]([CH2:46][C:47](=[O:48])[NH2:49])[CH2:25][CH2:26]5)[CH3:27])[S:20]4)[cH:12][cH:13][c:14]23)[cH:29][cH:30][c:31]([C:33]([F:34])([F:35])[F:36])[cH:32]1)([F:37])[F:38]. The reactants are COc1ccc(NC(=O)c2cccc(C3(C#N)CC3)c2)cc1Oc1ccc([N+](=O)[O-])cn1, C, CO, C1CCOC1, [Pd]. Yields the product COc1ccc(NC(=O)c2cccc(C3(C#N)CC3)c2)cc1Oc1ccc(N)cn1. Reaction SMILES: [C:1](#[N:2])[C:3]1([c:6]2[cH:7][c:8]([C:9](=[O:10])[NH:11][c:12]3[cH:13][c:14]([O:20][c:21]4[n:22][cH:23][c:24]([N+:27]([O-:28])=[O:29])[cH:25][cH:26]4)[c:15]([O:18][CH3:19])[cH:16][cH:17]3)[cH:30][cH:31][cH:32]2)[CH2:4][CH2:5]1.[C:40].[CH3:33][OH:34].[O:35]1[CH2:36][CH2:37][CH2:38][CH2:39]1.[Pd:41]>>[C:1](#[N:2])[C:3]1([c:6]2[cH:7][c:8]([C:9](=[O:10])[NH:11][c:12]3[cH:13][c:14]([O:20][c:21]4[n:22][cH:23][c:24]([NH2:27])[cH:25][cH:26]4)[c:15]([O:18][CH3:19])[cH:16][cH:17]3)[cH:30][cH:31][cH:32]2)[CH2:4][CH2:5]1. Reactants: C[S-], CO, CN(C)C=O, COc1cc(-c2ncc(C(F)(F)F)cc2Cl)ccc1Cl, [Na+]. The product is COc1cc(-c2ncc(C(F)(F)F)cc2SC)ccc1Cl. As a reaction SMILES: [CH3:21][S-:22].[CH3:24][OH:25].[CH3:26][N:27]([CH3:28])[CH:29]=[O:30].[Cl:1][c:2]1[c:3](-[c:12]2[cH:13][c:14]([O:19][CH3:20])[c:15]([Cl:18])[cH:16][cH:17]2)[n:4][cH:5][c:6]([C:8]([F:9])([F:10])[F:11])[cH:7]1.[Na+:23]>>[c:2]1([S:22][CH3:21])[c:3](-[c:12]2[cH:13][c:14]([O:19][CH3:20])[c:15]([Cl:18])[cH:16][cH:17]2)[n:4][cH:5][c:6]([C:8]([F:9])([F:10])[F:11])[cH:7]1. Starting materials: CCN(C(C)C)C(C)C, Clc1nc2ccccc2s1, CN(C)C=O, NCCC#Cc1ccccn1. Yields the product C(#Cc1ccccn1)CCNc1nc2ccccc2s1. As a reaction SMILES: [CH:22]([N:23]([CH2:24][CH3:25])[CH:26]([CH3:27])[CH3:28])([CH3:29])[CH3:30].[Cl:12][c:13]1[s:14][c:15]2[c:16]([n:17]1)[cH:18][cH:19][cH:20][cH:21]2.[O:31]=[CH:32][N:33]([CH3:34])[CH3:35].[n:1]1[c:2]([C:7]#[C:8][CH2:9][CH2:10][NH2:11])[cH:3][cH:4][cH:5][cH:6]1>>[n:1]1[c:2]([C:7]#[C:8][CH2:9][CH2:10][NH:11][c:13]2[s:14][c:15]3[c:16]([n:17]2)[cH:18][cH:19][cH:20][cH:21]3)[cH:3][cH:4][cH:5][cH:6]1. Starting materials: CC(=O)[O-], CC(=O)[O-], Cc1ccc(C)cc1, CS(C)=O, N#Cc1ccccc1Cl, [Na+], [Na+], O=C([O-])[O-], O, OCCOCCO, [Pd+2], Cc1ccc(B(O)O)cc1. The product is Cc1ccc(-c2ccccc2C#N)cc1. As a reaction SMILES: [C:46]([O-:47])(=[O:48])[CH3:49].[C:51]([O-:52])(=[O:53])[CH3:54].[CH3:26][c:27]1[cH:28][cH:29][c:30]([CH3:31])[cH:32][cH:33]1.[CH3:42][S:43]([CH3:44])=[O:45].[Cl:1][c:2]1[c:3]([C:4]#[N:5])[cH:6][cH:7][cH:8][cH:9]1.[Na+:20].[Na+:21].[O-:22][C:23](=[O:24])[O-:25].[OH2:41].[OH:34][CH2:35][CH2:36][O:37][CH2:38][CH2:39][OH:40].[Pd+2:50].[c:10]1([CH3:19])[cH:11][cH:12][c:13]([B:16]([OH:17])[OH:18])[cH:14][cH:15]1>>[c:2]1(-[c:13]2[cH:12][cH:11][c:10]([CH3:19])[cH:15][cH:14]2)[c:3]([C:4]#[N:5])[cH:6][cH:7][cH:8][cH:9]1. Reactants: FC=1C=CC(=C(C(=O)O)C1)C (5-fluoro-2-methylbenzoic acid), FC1(CCC(CC1)(C=1C=NC(=CC1)C(F)(F)F)CN)F (C-[4,4-difluoro-1-(6-trifluoromethyl-pyridin-3-yl)-cyclohexyl]-methylamine). Product: FC1(CCC(CC1)(C=1C=NC(=CC1)C(F)(F)F)CNC(C1=C(C=CC(=C1)F)C)=O)F (N-[4,4-Difluoro-1-(6-trifluoromethyl-pyridin-3-yl)-cyclohexylmethyl]-5-fluoro-2-methyl-benzamide). RXN SMILES: [F:1][C:2]1[CH:3]=[CH:4][C:5]([CH3:11])=[C:6]([CH:10]=1)[C:7]([OH:9])=O.[F:12][C:13]1([F:31])[CH2:18][CH2:17][C:16]([CH2:29][NH2:30])([C:19]2[CH:20]=[N:21][C:22]([C:25]([F:28])([F:27])[F:26])=[CH:23][CH:24]=2)[CH2:15][CH2:14]1>>[F:31][C:13]1([F:12])[CH2:14][CH2:15][C:16]([CH2:29][NH:30][C:7](=[O:9])[C:6]2[CH:10]=[C:2]([F:1])[CH:3]=[CH:4][C:5]=2[CH3:11])([C:19]2[CH:20]=[N:21][C:22]([C:25]([F:26])([F:27])[F:28])=[CH:23][CH:24]=2)[CH2:17][CH2:18]1. Procedure: From 5-fluoro-2-methylbenzoic acid and C-[4,4-difluoro-1-(6-trifluoromethyl-pyridin-3-yl)-cyclohexyl]-methylamine. LCMS (MH+): m/z=431.2, tR (minutes, Method D)=0.79